This data is from the Open Reaction Database (ORD), a public repository of structured organic reaction records. The task is: describe an organic reaction: reactants, conditions, products, and yield Starting materials: C(C)(C)(C)C=1C(=CC2=C(C(C(O2)=O)(C)C)C1)NC(=O)C1=CNC2=CC=CC=C2C1=O (N-(5-tert-butyl-3,3-dimethyl-2-oxo-2,3-dihydrobenzofuran-6-yl)-4-oxo-1,4-dihydroquinoline-3-carboxamide), CC1CCCO1 (2-MeTHF), O.O.O.O.OC(C(=O)[O-])C(C(=O)[O-])O.[Na+].[K+] (Potassium sodium 2,3-dihydroxybutanedioate tetrahydrate), [H-].[Al+3].[Li+].[H-].[H-].[H-] (Lithium aluminum hydride). Run in CC(C)(C)OC (MTBE). Run at time 15 minute. The product is C(C)(C)(C)C1=C(C=C(C(=C1)C(CO)(C)C)O)NC(=O)C1=CNC2=CC=CC=C2C1=O (N-(2-tert-butyl-5-hydroxy-4-(1-hydroxy-2-methylpropan-2-yl)phenyl)-4-oxo-1,4-dihydroquinoline-3-carboxamide). As a reaction SMILES: [C:1]([C:5]1[C:6]([NH:17][C:18]([C:20]2[C:29](=[O:30])[C:28]3[C:23](=[CH:24][CH:25]=[CH:26][CH:27]=3)[NH:22][CH:21]=2)=[O:19])=[CH:7][C:8]2[O:12][C:11](=[O:13])[C:10]([CH3:15])([CH3:14])[C:9]=2[CH:16]=1)([CH3:4])([CH3:3])[CH3:2].CC1OCCC1.[H-].[Al+3].[Li+].[H-].[H-].[H-].O.O.O.O.OC(C(O)C([O-])=O)C([O-])=O.[Na+].[K+]>CC(OC)(C)C>[C:1]([C:5]1[CH:16]=[C:9]([C:10]([CH3:15])([CH3:14])[CH2:11][OH:13])[C:8]([OH:12])=[CH:7][C:6]=1[NH:17][C:18]([C:20]1[C:29](=[O:30])[C:28]2[C:23](=[CH:24][CH:25]=[CH:26][CH:27]=2)[NH:22][CH:21]=1)=[O:19])([CH3:2])([CH3:3])[CH3:4] |f:2.3.4.5.6.7,8.9.10.11.12.13.14|. Procedure details: A 3-neck 50 mL round bottom flask was equipped with magnetic stirrer, nitrogen bubbler and thermocouple. Compound 21 (514 mg, 1.27 mmol) and 2-MeTHF (4 mL) are charged to the flask. The reaction mixture was stirred at room temperature. Lithium aluminum hydride (204 mg, 6.6 mmol) was added as solid until 100% conversion is achieved, which was monitored using HPLC. Potassium sodium 2,3-dihydroxybutanedioate tetrahydrate salt (50 mL of a 400 g/L solution) and MTBE (50 mL) were added to the reaction... Reported procedure: 15.0 g (67.46 mmol) of 1-ethyl-heptyl methanesulphonate are dissolved in 300 ml of DMSO and, after addition of 17.54 g (269.8 mmol) of sodium azide, the mixture is stirred at 50° C. for 16 hours. The reaction mixture is poured into ice-water and extracted three times with ether. The extract is dried over sodium sulphate giving 11.4 g (96%) of a yellow liquid. Reactants: [N-]=[N+]=[N-].[Na+] (sodium azide), CS(=O)(=O)OC(CCCCCC)CC (1-ethyl-heptyl methanesulphonate), ice water. The solvent is CS(=O)C (DMSO). Reaction SMILES: CS(O[CH:6]([CH2:13][CH3:14])[CH2:7][CH2:8][CH2:9][CH2:10][CH2:11][CH3:12])(=O)=O.[N-:15]=[N+:16]=[N-:17].[Na+]>CS(C)=O>[N:15]([CH:6]([CH2:7][CH2:8][CH2:9][CH2:10][CH2:11][CH3:12])[CH2:13][CH3:14])=[N+:16]=[N-:17] |f:1.2|. Yields the product N(=[N+]=[N-])C(CC)CCCCCC (3-Azidononane). Reaction conditions: temperature 50 celsius, time 16 hour. The reactants are [Al+3], C1CCOC1, CCc1ccc(C#N)cc1OC, Cl, [H-], [H-], [H-], [H-], [Li+]. Product: CCc1ccc(CN)cc1OC, Cl. Reaction SMILES: [Al+3:14].[CH2:20]1[O:21][CH2:22][CH2:23][CH2:24]1.[CH3:1][O:2][c:3]1[cH:4][c:5]([C:6]#[N:7])[cH:8][cH:9][c:10]1[CH2:11][CH3:12].[ClH:19].[H-:13].[H-:16].[H-:17].[H-:18].[Li+:15]>>[CH3:1][O:2][c:3]1[cH:4][c:5]([CH2:6][NH2:7])[cH:8][cH:9][c:10]1[CH2:11][CH3:12].[ClH:19]. The reactants are BrC1=CC=C(CNC2=C(C(=NC3=CC=CC=C23)C)C(C)=O)C=C1 (1-(4-(4-bromobenzylamino)-2-methylquinolin-3-yl)ethanone), ClC1=CC(=NC(=C1)C)CC (4-chloro-2-ethyl-6-methylpyridine), BrC1=CC=C(CN)C=C1 (4-bromobenzylamine). The product is BrC1=CC=C(CNC2=CC(=NC(=C2C(C)=O)C)CC)C=C1 (1-[4-(4-Bromobenzylamino)-2-ethyl-6-methylpyridin-5-yl]ethanone). RXN SMILES: [Br:1][C:2]1[CH:23]=[CH:22][C:5]([CH2:6][NH:7][C:8]2[C:17]3[C:12](=[CH:13][CH:14]=CC=3)[N:11]=[C:10]([CH3:18])[C:9]=2[C:19](=[O:21])[CH3:20])=[CH:4][CH:3]=1.ClC1C=C(C)N=C(CC)C=1.BrC1C=CC(CN)=CC=1>>[Br:1][C:2]1[CH:23]=[CH:22][C:5]([CH2:6][NH:7][C:8]2[C:9]([C:19](=[O:21])[CH3:20])=[C:10]([CH3:18])[N:11]=[C:12]([CH2:13][CH3:14])[CH:17]=2)=[CH:4][CH:3]=1. Reported procedure: 1-[4-(4-Bromobenzylamino)-2-ethyl-6-methylpyridin-5-yl]ethanone was prepared by the method described in Example 30 (Intermediate 2c) starting from 4-chloro-2-ethyl-6-methylpyridine and 4-bromobenzylamine. MS(ES+): 347/349. Reactants: C1=CC=C(C(=C1)[N+](=O)[O-])O[C@H]2[C@@H]([C@H]([C@H]([C@H](O2)CO)O)O)O (ONPG), OC1[C@H](O)[C@@H](O)[C@H](O[C@H]2[C@H](O)[C@@H](O)[C@@H](O)[C@H](O2)CO)[C@H](O1)CO (lactose), C1=CC=C(C(=C1)[N+](=O)[O-])O[C@H]2[C@@H]([C@H]([C@H]([C@H](O2)CO)O)O)O (ONPG). Product: N1C=CC2=CC=CC=C12 (indole). As a reaction SMILES: [CH:1]1[CH:6]=[C:5]([N+:7]([O-])=O)[C:4](O[C@@H]2O[C@H](CO)[C@H](O)[C@H](O)[C@H]2O)=[CH:3][CH:2]=1.O[CH:23]1O[C@H](CO)[C@@H](O[C@@H]2O[C@H](CO)[C@H](O)[C@H](O)[C@H]2O)[C@H](O)[C@H:24]1O>>[NH:7]1[C:5]2[C:4](=[CH:3][CH:2]=[CH:1][CH:6]=2)[CH:24]=[CH:23]1. Procedure details: Principle of Step 1: ONPG substituting for lactose is metabolized with β-galactosidase. At 44.5° C. E. coli grow and utilize ONPG and produce indole. β-galactoside turns the medium yellow. In the yellow colored medium, both fecal coliforms and E. coli are present. In samples which do not have a yellow color, there are no fecal coliforms and E. coli.